From a dataset of the Open Reaction Database (ORD), a public repository of structured organic reaction records. describe an organic reaction: reactants, conditions, products, and yield The reactants are CC1=CC(=C(C(=O)NC2(CC3=CC=CC=C3C2)C(=O)O)C=C1)C=C(C)C (2-[4-methyl-2-(2-methyl-propenyl)-benzoylamino]-indan-2-carboxylic acid). The reagents and catalysts are [Pd] (Pd/C). Solvent: C(C)(=O)O (acetic acid). The product is C(C(C)C)C1=C(C(=O)NC2(CC3=CC=CC=C3C2)C(=O)O)C=CC(=C1)C (2-(2-Isobutyl-4-methyl-benzoylamino)-indan-2-carboxylic acid). The yield is 68.7%. As a reaction SMILES: [CH3:1][C:2]1[CH:22]=[CH:21][C:5]([C:6]([NH:8][C:9]2([C:18]([OH:20])=[O:19])[CH2:17][C:16]3[C:11](=[CH:12][CH:13]=[CH:14][CH:15]=3)[CH2:10]2)=[O:7])=[C:4]([CH:23]=[C:24]([CH3:26])[CH3:25])[CH:3]=1>C(O)(=O)C.[Pd]>[CH2:23]([C:4]1[CH:3]=[C:2]([CH3:1])[CH:22]=[CH:21][C:5]=1[C:6]([NH:8][C:9]1([C:18]([OH:20])=[O:19])[CH2:10][C:11]2[C:16](=[CH:15][CH:14]=[CH:13][CH:12]=2)[CH2:17]1)=[O:7])[CH:24]([CH3:26])[CH3:25]. Procedure: To a solution of 2-[4-methyl-2-(2-methyl-propenyl)-benzoylamino]-indan-2-carboxylic acid (510 mg, 1.45 mmol) in glacial acetic acid (65 mL) under N2 is added Pd/C (10% Pd, 138 mg, 10 mol %). The reaction is hydrogenated at 60 psi H2 and 90° C. overnight. The reaction is cooled to RT and filtered through Celite, washing the filter cake with water (2×15 mL) and MeOH (2×15 mL); the filtrate is concentrated in vacuo. The residue is dissolved in water (75 mL) and extracted with EtOAc (2×30 mL). The c...